The task is: describe an organic reaction: reactants, conditions, products, and yield. This data is from the Open Reaction Database (ORD), a public repository of structured organic reaction records. Starting materials: BrC1=C(C=C(C=C1)C1=CC=C(O1)C)C (5-(4-Bromo-3-methylphenyl)-2-methylfuran), B(O)(O)C1=CC=C(C(=O)O)C=C1 (4-boronobenzoic acid). Product: CC1=C(C=CC(=C1)C=1OC(=CC1)C)C1=CC=C(C=C1)C(=O)O (2'-Methyl-4'-(5-methylfuran-2-yl)biphenyl-4-carboxylic acid). As a reaction SMILES: Br[C:2]1[CH:7]=[CH:6][C:5]([C:8]2[O:12][C:11]([CH3:13])=[CH:10][CH:9]=2)=[CH:4][C:3]=1[CH3:14].B([C:18]1[CH:26]=[CH:25][C:21]([C:22]([OH:24])=[O:23])=[CH:20][CH:19]=1)(O)O>>[CH3:14][C:3]1[CH:4]=[C:5]([C:8]2[O:12][C:11]([CH3:13])=[CH:10][CH:9]=2)[CH:6]=[CH:7][C:2]=1[C:18]1[CH:26]=[CH:25][C:21]([C:22]([OH:24])=[O:23])=[CH:20][CH:19]=1. Procedure: 5-(4-Bromo-3-methylphenyl)-2-methylfuran (D118) (600 mg, 2.39 mmol) and 4-boronobenzoic acid (397 mg, 2.39 mmol) were converted to the title compound using a method similar to that of Description 11, as a pale yellow solid (207 mg, 30%). Reactants: BrB(Br)Br, CO, COc1cccc(-c2cn(CCN3CCCCC3)nc2O)c1, ClCCl, Cl, Cl, C1COCCO1. Product: Cl, Oc1cccc(-c2cn(CCN3CCCCC3)nc2O)c1. As a reaction SMILES: [B:24]([Br:25])([Br:26])[Br:27].[CH3:28][OH:29].[CH3:2][O:3][c:4]1[cH:5][c:6](-[c:10]2[c:11]([OH:23])[n:12][n:13]([CH2:15][CH2:16][N:17]3[CH2:18][CH2:19][CH2:20][CH2:21][CH2:22]3)[cH:14]2)[cH:7][cH:8][cH:9]1.[Cl:31][CH2:32][Cl:33].[ClH:1].[ClH:30].[O:34]1[CH2:35][CH2:36][O:37][CH2:38][CH2:39]1>>[ClH:1].[OH:3][c:4]1[cH:5][c:6](-[c:10]2[c:11]([OH:23])[n:12][n:13]([CH2:15][CH2:16][N:17]3[CH2:18][CH2:19][CH2:20][CH2:21][CH2:22]3)[cH:14]2)[cH:7][cH:8][cH:9]1. Run in O1CCCC1 (tetrahydrofuran). Yields the product ClC1=C(C=CC(=C1)C(F)(F)F)C1=C(C=CC(=C1S)[N+](=O)[O-])OC1=C(C(=C(C=C1)[N+](=O)[O-])S)C1=C(C=C(C=C1)C(F)(F)F)Cl (2-chloro-4-trifluoromethylphenyl-3-mercapto-4-nitrophenyl ether). Conditions: time 4 hour. Procedure: 18 g of Compound 1 was dissolved in 100 ml of tetrahydrofuran. To this solution was dropped 200 ml of a sodium hydrosulfide solution* over 1 hour in a stream of nitrogen gas. After the dropping, the solution was agitated for further 4 hours at room temperature, to which was added dilute hydrochloric acid while ice-cooling until it became slightly acidic. Nitrogen gas was violently injected into the solution to expel the liberated hydrogen sulfide, followed by extraction with benzene. The benzene... Reaction SMILES: [Cl:1][C:2]1[CH:7]=[C:6]([C:8]([F:11])([F:10])[F:9])[CH:5]=[CH:4][C:3]=1[C:12]1[C:17]([N+]([O-])=O)=[C:16]([N+:21]([O-:23])=[O:22])[CH:15]=[CH:14][C:13]=1[O:24][C:25]1[CH:30]=[CH:29][C:28]([N+:31]([O-:33])=[O:32])=[C:27]([N+]([O-])=O)[C:26]=1[C:37]1[CH:42]=[CH:41][C:40]([C:43]([F:46])([F:45])[F:44])=[CH:39][C:38]=1[Cl:47].[SH-:48].[Na+].Cl.[SH2:51]>O1CCCC1>[Cl:1][C:2]1[CH:7]=[C:6]([C:8]([F:11])([F:10])[F:9])[CH:5]=[CH:4][C:3]=1[C:12]1[C:17]([SH:48])=[C:16]([N+:21]([O-:23])=[O:22])[CH:15]=[CH:14][C:13]=1[O:24][C:25]1[CH:30]=[CH:29][C:28]([N+:31]([O-:33])=[O:32])=[C:27]([SH:51])[C:26]=1[C:37]1[CH:42]=[CH:41][C:40]([C:43]([F:46])([F:45])[F:44])=[CH:39][C:38]=1[Cl:47] |f:1.2|. The yield is 87.0%. Starting materials: S (hydrogen sulfide), ClC1=C(C=CC(=C1)C(F)(F)F)C1=C(C=CC(=C1[N+](=O)[O-])[N+](=O)[O-])OC1=C(C(=C(C=C1)[N+](=O)[O-])[N+](=O)[O-])C1=C(C=C(C=C1)C(F)(F)F)Cl (2-chloro-4-trifluoromethylphenyl-3,4-dinitrophenyl ether), Cl (hydrochloric acid), [SH-].[Na+] (sodium hydrosulfide). The reactants are [BH4-], COc1ccc2nccc(-n3cc4c(n3)CCC(N)C4)c2n1, CO, [Na+], [Na+], O=Cc1ccc2c(n1)NC(=O)CO2, CN(C)C=O, [OH-]. Yields the product COc1ccc2nccc(-n3cc4c(n3)CCC(NCc3ccc5c(n3)NC(=O)CO5)C4)c2n1. As a reaction SMILES: [BH4-:36].[CH3:14][O:15][c:16]1[n:17][c:18]2[c:19](-[n:26]3[n:27][c:28]4[c:33]([cH:34]3)[CH2:32][CH:31]([NH2:35])[CH2:30][CH2:29]4)[cH:20][cH:21][n:22][c:23]2[cH:24][cH:25]1.[CH3:45][OH:46].[Na+:37].[Na+:39].[O:1]=[C:2]1[NH:3][c:4]2[c:5]([cH:8][cH:9][c:10]([CH:12]=[O:13])[n:11]2)[O:6][CH2:7]1.[O:40]=[CH:41][N:42]([CH3:43])[CH3:44].[OH-:38]>>[O:1]=[C:2]1[NH:3][c:4]2[c:5]([cH:8][cH:9][c:10]([CH2:12][NH:35][CH:31]3[CH2:30][CH2:29][c:28]4[n:27][n:26](-[c:19]5[c:18]6[n:17][c:16]([O:15][CH3:14])[cH:25][cH:24][c:23]6[n:22][cH:21][cH:20]5)[cH:34][c:33]4[CH2:32]3)[n:11]2)[O:6][CH2:7]1. The reactants are BrC1=CC=C(C=2C[C@H](COC21)NC(C)C)OC ((R)-8-Bromo-3-(N-isopropylamino)-5-methoxy-3,4-dihydro-2H-1-benzopyran), C(CC)=O (propanal), C(Cl)(Cl)Cl (CHCl3), C(#N)[BH3-].[Na+] (sodium cyanoborohydride). The solvent is CO (methanol). Conditions: time 8 hour. The product is BrC1=CC=C(C=2C[C@H](COC21)N(CCC)C(C)C)OC ((R)-8-Bromo-3-(N-isopropyl-N-propylamino)-5-methoxy-3,4-dihydro-2H-1-benzopyran). The yield is 97.0%. RXN SMILES: [Br:1][C:2]1[C:11]2[O:10][CH2:9][C@H:8]([NH:12][CH:13]([CH3:15])[CH3:14])[CH2:7][C:6]=2[C:5]([O:16][CH3:17])=[CH:4][CH:3]=1.[CH:18](=O)[CH2:19][CH3:20].C([BH3-])#N.[Na+].C(Cl)(Cl)Cl>CO>[Br:1][C:2]1[C:11]2[O:10][CH2:9][C@H:8]([N:12]([CH:13]([CH3:14])[CH3:15])[CH2:18][CH2:19][CH3:20])[CH2:7][C:6]=2[C:5]([O:16][CH3:17])=[CH:4][CH:3]=1 |f:2.3|. Procedure details: (R)-8-Bromo-3-(N-isopropylamino)-5-methoxy-3,4-dihydro-2H-1-benzopyran (3.8 g, 11.3 mmol) was dissolved in anhydrous methanol (80 mL) and to this was propanal (8.1 mL, 0.113 mol) added. The reaction was cooled (ice-bath) then sodium cyanoborohydride (1.3 g, 20.3 mmol) was added, the pH was adjusted to 5, and the reaction was allowed to stir at room temperature overnight. The solvent was removed in vacuo, the remains were twice with diethyl ether. The combined ether portions were treated with bri... Procedure: 54.7 g (about 0.12 mol) of 7,8-difluoro-3-trimethylsilanylnaphthalen-2-ol are stirred at 80° C. for 19 h together with 19.5 ml (0.26 mol) of bromoethane and 34.5 g (0.25 mol) of potassium carbonate in 400 ml of ethyl methyl ketone. The batch is filtered, and the residue is washed with ethyl methyl ketone. The filtrate is concentrated, and the residue is taken up in MTBE. The solution is washed with water and sat. sodium chloride soln. and dried using sodium sulfate. The residue remaining after r... Product: C(C)OC=1C(=CC2=CC=C(C(=C2C1)F)F)[Si](C)(C)C ((3-ethoxy-5,6-difluoronaphthalen-2-yl)trimethylsilane). Run in CC(=O)CC (ethyl methyl ketone). Starting materials: FC1=CC=C2C=C(C(=CC2=C1F)O)[Si](C)(C)C (7,8-difluoro-3-trimethylsilanylnaphthalen-2-ol), BrCC (bromoethane), C([O-])([O-])=O.[K+].[K+] (potassium carbonate). RXN SMILES: [F:1][C:2]1[C:11]([F:12])=[C:10]2[C:5]([CH:6]=[C:7]([Si:14]([CH3:17])([CH3:16])[CH3:15])[C:8]([OH:13])=[CH:9]2)=[CH:4][CH:3]=1.Br[CH2:19][CH3:20].C(=O)([O-])[O-].[K+].[K+]>CC(CC)=O>[CH2:19]([O:13][C:8]1[C:7]([Si:14]([CH3:17])([CH3:16])[CH3:15])=[CH:6][C:5]2[C:10]([CH:9]=1)=[C:11]([F:12])[C:2]([F:1])=[CH:3][CH:4]=2)[CH3:20] |f:2.3.4|.